This data is from the Open Reaction Database (ORD), a public repository of structured organic reaction records. The task is: describe an organic reaction: reactants, conditions, products, and yield Starting materials: ClCCN(CC)CC (N-(2-chloroethyl)-N,N-diethylamine), 10.4, C1(=CC=CS1)C(=O)C1=CC=C(C(C(=O)O)C)C=C1 (p-(2-thenoyl)hydratropic acid), [H-].[Na+] (sodium hydride). Solvent: CN(P(=O)(N(C)C)N(C)C)C (hexamethylphosphoramide). Run at temperature 50 celsius, time 8 hour. The product is Cl.C1(=CC=CS1)C(=O)C1=CC=C(C(C(=O)OCCN(CC)CC)C)C=C1 (2-(diethylamino)ethyl p-(2-thenoyl)hydratropate hydrochloride). Reaction SMILES: [C:1]1([C:6]([C:8]2[CH:18]=[CH:17][C:11]([CH:12]([CH3:16])[C:13]([OH:15])=[O:14])=[CH:10][CH:9]=2)=[O:7])[S:5][CH:4]=[CH:3][CH:2]=1.[H-].[Na+].[Cl:21][CH2:22][CH2:23][N:24]([CH2:27][CH3:28])[CH2:25][CH3:26]>CN(C)P(N(C)C)(N(C)C)=O>[ClH:21].[C:1]1([C:6]([C:8]2[CH:18]=[CH:17][C:11]([CH:12]([CH3:16])[C:13]([O:15][CH2:22][CH2:23][N:24]([CH2:27][CH3:28])[CH2:25][CH3:26])=[O:14])=[CH:10][CH:9]=2)=[O:7])[S:5][CH:4]=[CH:3][CH:2]=1 |f:1.2,5.6|. Procedure details: A mixture of 10.4 parts of p-(2-thenoyl)hydratropic acid in 75 parts of hexamethylphosphoramide is heated to 50° C and there are added 1.3 parts of sodium hydride dispersion 78.3%. When the reaction is ceased, there are added 10 parts of N-(2-chloroethyl)-N,N-diethylamine and the whole is stirred overnight at 50° C. The reaction mixture is cooled and extracted with 240 parts of benzene and 100 parts of water. The organic layer is washed with diluted sodium hydroxide solution and with water, drie... Reactants: COC(CCNC(C1=CC=C(C=C1)C(CCCCC)OC1=CC=C(C=C1)Br)=O)=O (3-{4-[1-(4-bromo-phenoxy)-hexyl]-benzoylamino}-propionic acid methyl ester), FC(OC1=CC=C(C=C1)B(O)O)(F)F (4-trifluoromethoxy-phenylboronic acid). Yields the product FC(OC1=CC=C(C=C1)C1=CC=C(C=C1)OC(CCCCC)C1=CC=C(C(=O)NCCC(=O)O)C=C1)(F)F (3-{4-[1-(4′-Trifluoromethoxy-biphenyl-4-yloxy)-hexyl]-benzoylamino}-propionic acid). Reaction SMILES: C[O:2][C:3](=[O:29])[CH2:4][CH2:5][NH:6][C:7](=[O:28])[C:8]1[CH:13]=[CH:12][C:11]([CH:14]([O:20][C:21]2[CH:26]=[CH:25][C:24](Br)=[CH:23][CH:22]=2)[CH2:15][CH2:16][CH2:17][CH2:18][CH3:19])=[CH:10][CH:9]=1.[F:30][C:31]([F:43])([F:42])[O:32][C:33]1[CH:38]=[CH:37][C:36](B(O)O)=[CH:35][CH:34]=1>>[F:30][C:31]([F:43])([F:42])[O:32][C:33]1[CH:38]=[CH:37][C:36]([C:24]2[CH:23]=[CH:22][C:21]([O:20][CH:14]([C:11]3[CH:12]=[CH:13][C:8]([C:7]([NH:6][CH2:5][CH2:4][C:3]([OH:29])=[O:2])=[O:28])=[CH:9][CH:10]=3)[CH2:15][CH2:16][CH2:17][CH2:18][CH3:19])=[CH:26][CH:25]=2)=[CH:35][CH:34]=1. Reported procedure: This compound is made in a substantially similar manner to Example 117 using isomer 1 of 3-{4-[1-(4-bromo-phenoxy)-hexyl]-benzoylamino}-propionic acid methyl ester and 4-trifluoromethoxy-phenylboronic acid as starting materials in step D. MS (ES): 530.2 [M+H]+.